Dataset: the Open Reaction Database (ORD), a public repository of structured organic reaction records. Task: describe an organic reaction: reactants, conditions, products, and yield Procedure details: By reacting 4,6-dichloro-5-(2-methoxyphenoxy)-2-trifluoromethylpyrimidine with p-tert-butylbenzenesulfonamide and with ethylene glycol Na there was obtained p-tert-butyl-N-[6-(2-hydroxyethoxy)-5(o-methoxyphenoxy)-2-(trifluoromethyl)-4-pyrimidinyl]benzenesulfonamide, m.p. 190°-192° C. (from toluene). Sodium salt: M.p. 288°-289° C. Run in C1(=CC=CC=C1)C (toluene). RXN SMILES: Cl[C:2]1[C:7]([O:8][C:9]2[CH:14]=[CH:13][CH:12]=[CH:11][C:10]=2[O:15][CH3:16])=[C:6](Cl)[N:5]=[C:4]([C:18]([F:21])([F:20])[F:19])[N:3]=1.[C:22]([C:26]1[CH:31]=[CH:30][C:29]([S:32]([NH2:35])(=[O:34])=[O:33])=[CH:28][CH:27]=1)([CH3:25])([CH3:24])[CH3:23]>C1(C)C=CC=CC=1>[C:22]([C:26]1[CH:31]=[CH:30][C:29]([S:32]([NH:35][C:2]2[C:7]([O:8][C:9]3[CH:14]=[CH:13][CH:12]=[CH:11][C:10]=3[O:15][CH3:16])=[C:6]([O:8][CH2:9][CH2:10][OH:15])[N:5]=[C:4]([C:18]([F:21])([F:20])[F:19])[N:3]=2)(=[O:33])=[O:34])=[CH:28][CH:27]=1)([CH3:25])([CH3:23])[CH3:24]. The reactants are ClC1=NC(=NC(=C1OC1=C(C=CC=C1)OC)Cl)C(F)(F)F (4,6-dichloro-5-(2-methoxyphenoxy)-2-trifluoromethylpyrimidine), C(C)(C)(C)C1=CC=C(C=C1)S(=O)(=O)N (p-tert-butylbenzenesulfonamide). The product is ethylene glycol Na, C(C)(C)(C)C1=CC=C(C=C1)S(=O)(=O)NC1=NC(=NC(=C1OC1=C(C=CC=C1)OC)OCCO)C(F)(F)F (p-tert-butyl-N-[6-(2-hydroxyethoxy)-5(o-methoxyphenoxy)-2-(trifluoromethyl)-4-pyrimidinyl]benzenesulfonamide). The reactants are Cc1ccc(C(=O)NNC(=O)OC(C)(C)C)cc1-c1ccn2c(-c3ccccc3Cl)nnc2c1, ClCCl, O=C(O)C(F)(F)F. Product: Cc1ccc(C(=O)NN)cc1-c1ccn2c(-c3ccccc3Cl)nnc2c1. RXN SMILES: [C:1]([O:2][C:3]([CH3:4])([CH3:5])[CH3:6])(=[O:7])[NH:8][NH:9][C:10]([c:11]1[cH:12][c:13](-[c:18]2[cH:19][c:20]3[n:21]([cH:22][cH:23]2)[c:24](-[c:27]2[c:28]([Cl:33])[cH:29][cH:30][cH:31][cH:32]2)[n:25][n:26]3)[c:14]([CH3:17])[cH:15][cH:16]1)=[O:34].[Cl:42][CH2:43][Cl:44].[F:35][C:36]([F:37])([F:38])[C:39]([OH:40])=[O:41]>>[NH2:8][NH:9][C:10]([c:11]1[cH:12][c:13](-[c:18]2[cH:19][c:20]3[n:21]([cH:22][cH:23]2)[c:24](-[c:27]2[c:28]([Cl:33])[cH:29][cH:30][cH:31][cH:32]2)[n:25][n:26]3)[c:14]([CH3:17])[cH:15][cH:16]1)=[O:34].